Dataset: the Open Reaction Database (ORD), a public repository of structured organic reaction records. Task: describe an organic reaction: reactants, conditions, products, and yield Yields the product C1(=CC=CC2=CC=CC=C12)SC1=CC=CC2=CC=CC=C12 (di(1-naphthyl)sulphide). Reactants: S (hydrogen sulphide), molten, BrC1=CC=CC2=CC=CC=C12 (1-bromonaphthalene). Reported procedure: By a procedure similar to that described in Example 14, hydrogen sulphide is passed into 20 g (0.1 mole) of molten 1-bromonaphthalene at a temperature of 220°-230° C for seven hours to obtain by distillation in vacuum (1 mm Hg) 7.5 g (52 percent by weight) of di(1-naphthyl)sulphide. The conversion is 82.5 percent by weight. As a reaction SMILES: [SH2:1].Br[C:3]1[C:12]2[C:7](=[CH:8][CH:9]=[CH:10][CH:11]=2)[CH:6]=[CH:5][CH:4]=1>>[C:3]1([S:1][C:11]2[C:12]3[C:7](=[CH:6][CH:5]=[CH:4][CH:3]=3)[CH:8]=[CH:9][CH:10]=2)[C:12]2[C:7](=[CH:8][CH:9]=[CH:10][CH:11]=2)[CH:6]=[CH:5][CH:4]=1. Reactants: C(=O)(O)[O-].[Na+] (NaHCO3), C(C)(C)(C)OC(=O)N1CCN(CC1)C(=O)N1[C@@H](CCCC1)C(NC1=NOC(=C1)C(C)(C)C)=O (4-[(S)-2-(5-tert-Butyl-isoxazol-3-ylcarbamoyl)-piperidine-1-carbonyl]-piperazine-1-carboxylic acid tert-butyl ester), Cl (hydrochloric acid), O1CCOCC1 (dioxane), Cl (hydrochloric acid), O1CCOCC1 (dioxane). Run in C(C)(=O)OCC (ethyl acetate), ClCCl (dichloromethane). Conditions: time 3 hour. The product is C(C)(C)(C)C1=CC(=NO1)NC(=O)[C@H]1N(CCCC1)C(=O)N1CCNCC1 ((S)-1-(piperazine-1-carbonyl)-piperidine-2-carboxylic acid (5-tert-butyl-isoxazol-3-yl)-amide). As a reaction SMILES: C(OC([N:8]1[CH2:13][CH2:12][N:11]([C:14]([N:16]2[CH2:21][CH2:20][CH2:19][CH2:18][C@H:17]2[C:22](=[O:33])[NH:23][C:24]2[CH:28]=[C:27]([C:29]([CH3:32])([CH3:31])[CH3:30])[O:26][N:25]=2)=[O:15])[CH2:10][CH2:9]1)=O)(C)(C)C.Cl.O1CCOCC1.C([O-])(O)=O.[Na+]>ClCCl.C(OCC)(=O)C>[C:29]([C:27]1[O:26][N:25]=[C:24]([NH:23][C:22]([C@@H:17]2[CH2:18][CH2:19][CH2:20][CH2:21][N:16]2[C:14]([N:11]2[CH2:12][CH2:13][NH:8][CH2:9][CH2:10]2)=[O:15])=[O:33])[CH:28]=1)([CH3:32])([CH3:30])[CH3:31] |f:3.4|. Procedure: To a solution of 4-[(S)-2-(5-tert-Butyl-isoxazol-3-ylcarbamoyl)-piperidine-1-carbonyl]-piperazine-1-carboxylic acid tert-butyl ester (655 mg; 1.413 mmol) in dichloromethane (100 mL) is added 4N hydrochloric acid in dioxane (1.25 mL; 5 mmol) and the reaction mixture is stirred at room temperature for 3 hours. More 4N hydrochloric acid in dioxane (1.25 mL; 5 mmol) is added and the stirring is continued for another 3 hours. After this time, the reaction mixture is concentrated to afford the product... Starting materials: CCO, Cl, NO, [Na+], [OH-], O, O=Cc1ccccn1. Product: ON=Cc1ccccn1. As a reaction SMILES: [CH3:15][CH2:16][OH:17].[ClH:10].[NH2:11][OH:12].[Na+:14].[OH-:13].[OH2:9].[n:1]1[c:2]([CH:7]=[O:8])[cH:3][cH:4][cH:5][cH:6]1>>[n:1]1[c:2]([CH:7]=[N:11][OH:9])[cH:3][cH:4][cH:5][cH:6]1. Reactants: C=CC=C (butadiene), C1(\C(\C)=C/C(=O)O1)=O (citraconic acid anhydride), C1(=CC=C(C=C1)S)C (paratoluenethiol). The reagents and catalysts are C(CCCCCCCCCCC)(=O)OOC(CCCCCCCCCCC)=O (lauroylperoxide). Run in C1(CCCCC1)=O (cyclohexanon). Product: C=CC=C.C1(\C(\C)=C/C(=O)O1)=O (butadiene citraconic anhydride). Yield: 48.2%. As a reaction SMILES: [CH2:1]=[CH:2][CH:3]=[CH2:4].[C:5]1(=[O:12])[O:11][C:9](=[O:10])[CH:8]=[C:6]1[CH3:7].C1(C)C=CC(S)=CC=1>C(OOC(=O)CCCCCCCCCCC)(=O)CCCCCCCCCCC.C1(=O)CCCCC1>[CH2:1]=[CH:2][CH:3]=[CH2:4].[C:5]1(=[O:12])[O:11][C:9](=[O:10])[CH:8]=[C:6]1[CH3:7] |f:5.6|. Procedure details: The procedure of comparative Example 1 was followed in the reaction of 162 grams butadiene, 336 grams citraconic acid anhydride, 20 grams paratoluenethiol, 15.9 grams lauroylperoxide and 2,500 milliliters cyclohexanon. There was obtained 240 grams butadiene-citraconic anhydride copolymer, which had an intrinsic viscosity of 0.19 and paratoluylthio in an amount of 6.7 percent of the total polymer. 17.7 grams polymer, 7.1 grams lithium hydroxide 1H2O solution and 400 grams water were charged to a ... The reactants are CN(C=C(C=O)C1=C(C=C(C=C1)C)[N+](=O)[O-])C (3-Dimethylamino-2-[4-methyl-2-nitrophenyl]acrolein), [N+](=O)([O-])CC(=O)OC (methyl nitroacetate). Run in C(C)(=O)OC(C)=O (acetic anhydride). The product is COC(C(=CC(=CN(C)C)C1=C(C=C(C=C1)C)[N+](=O)[O-])[N+](=O)[O-])=O (5-Dimethylamino-2-nitro-4-[4-methyl-2-nitrophenyl]-2,4-pentadienoic acid methyl ester). Yield: 77.2%. Reaction SMILES: [CH3:1][N:2]([CH3:17])[CH:3]=[C:4]([C:7]1[CH:12]=[CH:11][C:10]([CH3:13])=[CH:9][C:8]=1[N+:14]([O-:16])=[O:15])[CH:5]=O.[N+:18]([CH2:21][C:22]([O:24][CH3:25])=[O:23])([O-:20])=[O:19]>C(OC(=O)C)(=O)C>[CH3:25][O:24][C:22](=[O:23])[C:21]([N+:18]([O-:20])=[O:19])=[CH:5][C:4]([C:7]1[CH:12]=[CH:11][C:10]([CH3:13])=[CH:9][C:8]=1[N+:14]([O-:16])=[O:15])=[CH:3][N:2]([CH3:17])[CH3:1]. Procedure: A mixture of 67.5 g (0.29 mol) of the compound of Example 15 and 34.3 g (0.29 mol) of methyl nitroacetate in 540 ml of acetic anhydride was heated at 60° for 2 hours. The product was worked up and recrystallized from benzene-DMF (3:1) affording 75.1 g (78%) of product as red orange crystals, m.p. 213°-215°. Reactants: COC1=CC=C(C=C1)SC(CC(=O)O)(C)C (3-(4-methoxy-phenylsulfanyl)-3-methyl-butyric acid), C(C(=O)Cl)(=O)Cl (oxalyl chloride), acyl chloride, Cl[Sn](Cl)(Cl)Cl (SnCl4). Run in C1=CC=CC=C1 (benzene), C1=CC=CC=C1 (benzene), C(Cl)Cl (CH2Cl2), C(Cl)Cl (CH2Cl2). Product: COC=1C=C2C(CC(SC2=CC1)(C)C)=O (6-methoxy-2,2-dimethyl-thiochroman4-one). The yield is 78.3%. As a reaction SMILES: [CH3:1][O:2][C:3]1[CH:8]=[CH:7][C:6]([S:9][C:10]([CH3:16])([CH3:15])[CH2:11][C:12]([OH:14])=O)=[CH:5][CH:4]=1.C(Cl)(=O)C(Cl)=O.Cl[Sn](Cl)(Cl)Cl>C1C=CC=CC=1.C(Cl)Cl>[CH3:1][O:2][C:3]1[CH:4]=[C:5]2[C:6](=[CH:7][CH:8]=1)[S:9][C:10]([CH3:16])([CH3:15])[CH2:11][C:12]2=[O:14]. Procedure: To a solution of 3-(4-methoxy-phenylsulfanyl)-3-methyl-butyric acid (20.0 g, 83.2 mmol) in 250 mL of benzene at room temperature was added a solution of oxalyl chloride (15.84 g, 124.8 mmol) in 10 mL of benzene over 30 minutes. After 4 hours the solution was washed with ice cold 5% aqueous NaOH (CAUTION: a large volume of gas is released during this procedure), followed by ice cold H2O, and finally saturated aqueous NaCl. The solution was dried (Na2SO4) and concentrated under reduced pressure to... Starting materials: NC1=CC=C2C(=C(NC2=N1)C1=CC=C(C=C1)F)C1=CC=NC=C1 (6-Amino-3-(4-pyridyl)-2-(4-fluorophenyl)-7-aza-indole), FNS(=O)(=O)C1=CC=CC=C1 (N-fluorobenzenesulphonamide). Solvent: CN(C)C=O (DMF). Run at time 48 hour. Product: NC1=C(C=C2C(=C(NC2=N1)C1=CC=C(C=C1)F)C1=CC=NC=C1)F (6-Amino-5-fluoro-3-(4-pyridyl)-2-(4-fluorophenyl)-7-aza-indole). Reaction SMILES: [NH2:1][C:2]1[N:10]=[C:9]2[C:5]([C:6]([C:18]3[CH:23]=[CH:22][N:21]=[CH:20][CH:19]=3)=[C:7]([C:11]3[CH:16]=[CH:15][C:14]([F:17])=[CH:13][CH:12]=3)[NH:8]2)=[CH:4][CH:3]=1.[F:24]NS(C1C=CC=CC=1)(=O)=O>CN(C=O)C>[NH2:1][C:2]1[N:10]=[C:9]2[C:5]([C:6]([C:18]3[CH:23]=[CH:22][N:21]=[CH:20][CH:19]=3)=[C:7]([C:11]3[CH:12]=[CH:13][C:14]([F:17])=[CH:15][CH:16]=3)[NH:8]2)=[CH:4][C:3]=1[F:24]. Procedure: 6-Amino-3-(4-pyridyl)-2-(4-fluorophenyl)-7-aza-indole (17) (250 mg, 0.822 mmol), N-fluorobenzenesulphonamide (259 mg, 0.822 mmol), and DMF (4 mL) were warmed to 90° C. behind an explosion shield. After 48 h, the reaction was concentrated in vacuo and the residue was purified by flash chromatography (ethyl acetate:hexane 1:1) to afford 6-Amino-5-fluoro-3-(4-pyridyl)-2-(4-fluorophenyl)-7-aza-indole (28): Mass Spectrum (CI) 323 (MH+).